Dataset: the Open Reaction Database (ORD), a public repository of structured organic reaction records. Task: describe an organic reaction: reactants, conditions, products, and yield Reactants: [Li+].C[Si](C)(C)[N-][Si](C)(C)C (LHMDS), ClC(=O)OCC1=CC=CC=C1 (benzyl chloroformate), COC(=O)[C@H]1N(C(CC1)=O)C(=O)OC(C)(C)C ((2S)-5-oxo-pyrrolidine-1,2-dicarboxylic acid 1-tert-butyl ester 2-methyl ester), [Li+].C[Si](C)(C)[N-][Si](C)(C)C (LHMDS), COS(=O)(=O)C(F)(F)F (MeOTf). Run in C1CCOC1 (THF). Conditions: temperature -78 celsius, time 15 minute. Product: COC(=O)[C@H]1N(C([C@@](C1)(C(=O)OCC1=CC=CC=C1)C)=O)C(=O)OC(C)(C)C ((2S, 4R)-4-Methyl-5-oxo-pyrrolidine-1,2,4-tricarboxylic acid 4-benzyl ester 1-tert-butyl ester 2-methyl ester). Yield: 75.0%. As a reaction SMILES: [CH3:1][O:2][C:3]([C@@H:5]1[CH2:9][CH2:8][C:7](=[O:10])[N:6]1[C:11]([O:13][C:14]([CH3:17])([CH3:16])[CH3:15])=[O:12])=[O:4].[Li+].C[Si]([N-][Si](C)(C)C)(C)C.[CH3:28]OS(C(F)(F)F)(=O)=O.Cl[C:38]([O:40][CH2:41][C:42]1[CH:47]=[CH:46][CH:45]=[CH:44][CH:43]=1)=[O:39]>C1COCC1>[CH3:1][O:2][C:3]([C@@H:5]1[CH2:9][C@@:8]([CH3:28])([C:38]([O:40][CH2:41][C:42]2[CH:47]=[CH:46][CH:45]=[CH:44][CH:43]=2)=[O:39])[C:7](=[O:10])[N:6]1[C:11]([O:13][C:14]([CH3:17])([CH3:16])[CH3:15])=[O:12])=[O:4] |f:1.2|. Reported procedure: To a solution of (2S)-5-oxo-pyrrolidine-1,2-dicarboxylic acid 1-tert-butyl ester 2-methyl ester (6.0 g, 24.9 mmol) in THF (100 mL) at −78° C. was added LHMDS (1.0 M in THF, 27.13 mL). After 15 min stirring at −78° C., MeOTf (2.93 mL, 1.05 eq) was added slowly. The mixture was stirred at −78° C. for 30 min before a second portion of LHMDS (27.13 mL) was added. After 20 min stirring, benzyl chloroformate (4.42 mL, 1.25 eq) was added. The mixture was stirred at −78° C. for 2.0 h, and was quenched w... Starting materials: CCSCc1cc(-c2nn(C)c(OC(F)F)c2Cl)ccc1Cl, O=C(OO)c1cccc(Cl)c1, ClCCl. The product is CCS(=O)Cc1cc(-c2nn(C)c(OC(F)F)c2Cl)ccc1Cl. As a reaction SMILES: [Cl:12][c:13]1[c:14](-[c:23]2[cH:24][c:25]([CH2:30][S:31][CH2:32][CH3:33])[c:26]([Cl:29])[cH:27][cH:28]2)[n:15][n:16]([CH3:22])[c:17]1[O:18][CH:19]([F:20])[F:21].[Cl:1][c:2]1[cH:3][cH:4][cH:5][c:6]([C:7]([O:8][OH:10])=[O:9])[cH:11]1.[Cl:34][CH2:35][Cl:36]>>[O:9]=[S:31]([CH2:30][c:25]1[cH:24][c:23](-[c:14]2[c:13]([Cl:12])[c:17]([O:18][CH:19]([F:20])[F:21])[n:16]([CH3:22])[n:15]2)[cH:28][cH:27][c:26]1[Cl:29])[CH2:32][CH3:33]. Starting materials: CC(C)(C)O, ClCCl, CC#N, CO, N#Cc1cccc(F)c1, [H-], [Na+], O. Product: N#CCC(=N)c1cccc(F)c1. As a reaction SMILES: [C:15]([OH:16])([CH3:17])([CH3:18])[CH3:19].[CH2:20]([Cl:21])[Cl:22].[CH3:10][C:11]#[N:12].[CH3:24][OH:25].[F:1][c:2]1[cH:3][c:4]([C:5]#[N:6])[cH:7][cH:8][cH:9]1.[H-:13].[Na+:14].[OH2:23]>>[F:1][c:2]1[cH:3][c:4]([C:5](=[NH:6])[CH2:10][C:11]#[N:12])[cH:7][cH:8][cH:9]1. The product is FC(C(C(F)(F)F)(CCC[C@@H](C)[C@H]1CC[C@H]2C3=CC=C4C[C@H](C[C@@H]([C@]4(C)[C@H]3CC[C@]12C)OC(C)=O)OC(C)=O)OC(C)=O)(F)F (26,26,26,27,27,27-Hexafluoro-1α ,3β,25-triacetoxycholest-5,7-diene). Isolated yield 27.3%. Run at time 20 minute. As a reaction SMILES: BrN1C(=O)CCC1=O.[C:9]([OH:12])(=[O:11])[CH3:10].[C:13]([OH:16])(=[O:15])[CH3:14].[C:17]([OH:20])(=[O:19])[CH3:18].[F:21][C:22]([F:56])([F:55])[C:23](O)([CH2:28][CH2:29][CH2:30][C@H:31]([C@@H:33]1[C@:51]2([CH3:52])[C@H:36]([C@H:37]3[C@H:48]([CH2:49][CH2:50]2)[C@:46]2([CH3:47])[C:40]([CH2:41][C@H:42]([CH2:44][C@@H:45]2O)O)=[CH:39][CH2:38]3)[CH2:35][CH2:34]1)[CH3:32])[C:24]([F:27])([F:26])[F:25]>C(Cl)(Cl)(Cl)Cl>[F:21][C:22]([F:55])([F:56])[C:23]([O:19][C:17](=[O:20])[CH3:18])([CH2:28][CH2:29][CH2:30][C@H:31]([C@@H:33]1[C@:51]2([CH3:52])[C@H:36]([C:37]3[C@H:48]([CH2:49][CH2:50]2)[C@:46]2([CH3:47])[C:40]([CH2:41][C@@H:42]([O:15][C:13](=[O:16])[CH3:14])[CH2:44][C@@H:45]2[O:11][C:9](=[O:12])[CH3:10])=[CH:39][CH:38]=3)[CH2:35][CH2:34]1)[CH3:32])[C:24]([F:25])([F:27])[F:26] |f:1.2.3.4|. The reactants are BrN1C(CCC1=O)=O (N-bromosuccinimide), C(C)(=O)O.C(C)(=O)O.C(C)(=O)O.FC(C(C(F)(F)F)(CCC[C@@H](C)[C@H]1CC[C@H]2[C@@H]3CC=C4C[C@@H](O)C[C@@H]([C@]4(C)[C@H]3CC[C@]12C)O)O)(F)F (26,26,26,27,27,27-Hexafluoro-1α,25-dihydroxycholesterol triacetate). Run in C(Cl)(Cl)(Cl)Cl (CCl4). Procedure: N-bromosuccinimide (14 mg) was added to a refluxing solution of 35 mg of triacetate (6) in 2 ml of CCl4 and the reaction mixture was refluxed further under argon atmosphere. After cooling in an ice-water bath, the resulting precipitate was filtered off. The filtrate was evaporated to dryness below 40° C. The residue is xylene (1 ml) was added dropwise to a refluxing solution of xylene (1.5 ml) and s-collidine (0.5 ml) and refluxing was continued under argon atmosphere for 20 min. The reaction mi... Starting materials: C1(=CC=CC=C1)C(C(=O)N)(CCCN(C)CCC1=CC=C(C=C1)C#N)C1=CC=CC=C1 (2,2-diphenyl-5-[N-(4-cyanophenethyl)-N-methylamino]pentanamide). Reagents/catalysts: [Pd] (Palladium-on-carbon). Solvent: C(=O)O (formic acid), CO (methanol). Reaction conditions: time 1 hour. Product: C1(=CC=CC=C1)C(C(=O)N)(CCCN(C)CCC1=CC=C(C=C1)CN)C1=CC=CC=C1 (2,2-diphenyl-5-[N-(4-aminomethylphenethyl)-N-methylamino]pentanamide). RXN SMILES: [C:1]1([C:7]([C:26]2[CH:31]=[CH:30][CH:29]=[CH:28][CH:27]=2)([CH2:11][CH2:12][CH2:13][N:14]([CH2:16][CH2:17][C:18]2[CH:23]=[CH:22][C:21]([C:24]#[N:25])=[CH:20][CH:19]=2)[CH3:15])[C:8]([NH2:10])=[O:9])[CH:6]=[CH:5][CH:4]=[CH:3][CH:2]=1>C(O)=O.CO.[Pd]>[C:26]1([C:7]([C:1]2[CH:6]=[CH:5][CH:4]=[CH:3][CH:2]=2)([CH2:11][CH2:12][CH2:13][N:14]([CH2:16][CH2:17][C:18]2[CH:19]=[CH:20][C:21]([CH2:24][NH2:25])=[CH:22][CH:23]=2)[CH3:15])[C:8]([NH2:10])=[O:9])[CH:27]=[CH:28][CH:29]=[CH:30][CH:31]=1. Procedure details: 10% Palladium-on-carbon (0.3 g) was added to a solution of 2,2-diphenyl-5-[N-(4-cyanophenethyl)-N-methylamino]pentanamide (0.3 g--see Example 13) in 5% formic acid in methanol (21 ml). The mixture was stirred at room temperature under nitrogen for 1 hour, then filtered and the filtrate concentrated in vacuo to give a gum which was purified by column chromatography on silica eluting with dichloromethane containing methanol (2% up to 10%). The product-containing fractions were combined and concent... Reactants: CCOP(=O)(CC#N)OCC, CSc1ccc(C=O)cc1, CCOC(C)=O, [H-], [Na+], C1CCOC1. The product is CSc1ccc(C=CC#N)cc1. As a reaction SMILES: [C:1](#[N:2])[CH2:3][P:4](=[O:5])([O:6][CH2:7][CH3:8])[O:9][CH2:10][CH3:11].[CH3:14][S:15][c:16]1[cH:17][cH:18][c:19]([CH:20]=[O:21])[cH:22][cH:23]1.[CH3:29][CH2:30][O:31][C:32](=[O:33])[CH3:34].[H-:12].[Na+:13].[O:24]1[CH2:25][CH2:26][CH2:27][CH2:28]1>>[C:1](#[N:2])[CH:3]=[CH:20][c:19]1[cH:18][cH:17][c:16]([S:15][CH3:14])[cH:23][cH:22]1. Reactants: CO, O=C(Nc1cccc2c1OCC2)C(F)(F)F, [Na+], [OH-]. Yields the product Nc1cccc2c1OCC2. Reaction SMILES: [CH3:17][OH:18].[F:1][C:2]([F:3])([F:4])[C:15]([NH:5][c:6]1[cH:7][cH:8][cH:9][c:10]2[c:14]1[O:13][CH2:12][CH2:11]2)=[O:16].[Na+:20].[OH-:19]>>[NH2:5][c:6]1[cH:7][cH:8][cH:9][c:10]2[c:14]1[O:13][CH2:12][CH2:11]2.